This data is from the Open Reaction Database (ORD), a public repository of structured organic reaction records. The task is: describe an organic reaction: reactants, conditions, products, and yield The reactants are C([O-])(O)=O.[Na+] (sodium bicarbonate), [Cl-].[Al+3].[Cl-].[Cl-] (Aluminum chloride), C1(=CC=CC=C1)C1=NN2C(C=CC=C2)=C1 (2-phenylpyrazolo[1,5-a]pyridine), CN(C=CC(=O)OCC)C (ethyl 3-dimethylaminoacrylate). Solvent: C(Cl)Cl (methylene chloride). Run at time 8 hour. Product: C1(=CC=CC=C1)C1=NN2C(C=CC=C2)=C1C=CC(=O)OCC (ethyl 3-(2-phenylpyrazolo[1,5-a]pyridin-3-yl)acrylate). The yield is 86.8%. Reaction SMILES: [Cl-].[Al+3].[Cl-].[Cl-].[C:5]1([C:11]2[CH:19]=[C:14]3[CH:15]=[CH:16][CH:17]=[CH:18][N:13]3[N:12]=2)[CH:10]=[CH:9][CH:8]=[CH:7][CH:6]=1.CN(C)[CH:22]=[CH:23][C:24]([O:26][CH2:27][CH3:28])=[O:25].C(=O)(O)[O-].[Na+]>C(Cl)Cl>[C:5]1([C:11]2[C:19]([CH:22]=[CH:23][C:24]([O:26][CH2:27][CH3:28])=[O:25])=[C:14]3[CH:15]=[CH:16][CH:17]=[CH:18][N:13]3[N:12]=2)[CH:6]=[CH:7][CH:8]=[CH:9][CH:10]=1 |f:0.1.2.3,6.7|. Procedure: Aluminum chloride (298 mg) was added portionwise to a solution of 2-phenylpyrazolo[1,5-a]pyridine (145 mg) and ethyl 3-dimethylaminoacrylate (316 mg) in methylene chloride (2 ml) at 5° to 6° C. After being stirred at room temperature overnight, the reaction mixture was poured onto water (50 ml), neutralized with saturated aqueous sodium bicarbonate solution, and extracted with chloroform (50 ml×2). The extracts were washed with saturated sodium chloride aqueous solution (20 ml), dried over magne...